From a dataset of the Open Reaction Database (ORD), a public repository of structured organic reaction records. describe an organic reaction: reactants, conditions, products, and yield The reactants are C([O-])([O-])=O.[K+].[K+] (potassium carbonate), Cl (hydrochloric acid), 30, N(=O)[O-].[Na+] (sodium nitrite), OCCNC(NN)=S (4-(2-hydroxyethyl)thiosemicarbazide), C(C1=CC=CC=C1)Cl (benzyl chloride), OCCN=C(NN)SCC1=CC=CC=C1 (benzyl N-(2-hydroxyethyl)thiocarbazimidate). Run in O (water), CO (methanol), O (water). Conditions: time 20 hour. Product: OCCN1N=NN=C1SCC1=CC=CC=C1 (1-(2-hydroxyethyl)-5-benzylthio-1H-tetrazole). As a reaction SMILES: OCC[NH:4]C(=S)NN.C(Cl)C1C=CC=CC=1.[OH:17][CH2:18][CH2:19][N:20]=[C:21]([S:24][CH2:25][C:26]1[CH:31]=[CH:30][CH:29]=[CH:28][CH:27]=1)[NH:22][NH2:23].N([O-])=O.[Na+].Cl.C(=O)([O-])[O-].[K+].[K+]>O.CO>[OH:17][CH2:18][CH2:19][N:20]1[C:21]([S:24][CH2:25][C:26]2[CH:31]=[CH:30][CH:29]=[CH:28][CH:27]=2)=[N:22][N:23]=[N:4]1 |f:3.4,6.7.8|. Procedure: A mixture of 4-(2-hydroxyethyl)thiosemicarbazide (10.3 g), benzyl chloride (10.6 g), water (30 ml) and methanol (60 ml) was stirred for 20 hours at room temperature to give a homogeneous solution containing benzyl N-(2-hydroxyethyl)thiocarbazimidate. The solution was ice-cooled and thereto was little by little added sodium nitrite (5.24 g) with stirring and then dropwise added conc. hydrochloric acid (3.5 ml) over a period of 30 mimetes. The resulting mixture was stirred for an hour under ice-co...